This data is from the Open Reaction Database (ORD), a public repository of structured organic reaction records. The task is: describe an organic reaction: reactants, conditions, products, and yield The reactants are FC(F)(F)c1ccc(CCl)cn1, [K+], [K+], Nc1c(Cl)ncn2c(=O)[nH]nc12, O=C([O-])[O-], CN(C)C=O, O. The product is Nc1c(Cl)ncn2c(=O)n(Cc3ccc(C(F)(F)F)nc3)nc12. Reaction SMILES: [Cl:13][CH2:14][c:15]1[cH:16][cH:17][c:18]([C:21]([F:22])([F:23])[F:24])[n:19][cH:20]1.[K+:25].[K+:26].[NH2:1][c:2]1[c:3]2[n:4]([cH:5][n:6][c:7]1[Cl:8])[c:9](=[O:12])[nH:10][n:11]2.[O-:27][C:28]([O-:29])=[O:30].[O:32]=[CH:33][N:34]([CH3:35])[CH3:36].[OH2:31]>>[NH2:1][c:2]1[c:3]2[n:4]([cH:5][n:6][c:7]1[Cl:8])[c:9](=[O:12])[n:10]([CH2:14][c:15]1[cH:16][cH:17][c:18]([C:21]([F:22])([F:23])[F:24])[n:19][cH:20]1)[n:11]2. The reactants are COc1ccc2c(Oc3ccc(NC(=O)c4c(C)n(CC(C)OC(=O)CNC(=O)OC(C)(C)C)n(-c5ccccc5)c4=O)nc3)ccnc2c1, CCOC(C)=O, CO, CCOC(C)=O, Cl. Yields the product COc1ccc2c(Oc3ccc(NC(=O)c4c(C)n(CC(C)OC(=O)CN)n(-c5ccccc5)c4=O)nc3)ccnc2c1, Cl. RXN SMILES: [CH3:1][O:2][c:3]1[cH:4][cH:5][c:6]2[c:7]([O:13][c:14]3[cH:15][cH:16][c:17]([NH:20][C:21](=[O:22])[c:23]4[c:24](=[O:50])[n:25](-[c:44]5[cH:45][cH:46][cH:47][cH:48][cH:49]5)[n:26]([CH2:29][CH:30]([CH3:31])[O:32][C:33]([CH2:34][NH:35][C:36]([O:37][C:38]([CH3:39])([CH3:40])[CH3:41])=[O:42])=[O:43])[c:27]4[CH3:28])[n:18][cH:19]3)[cH:8][cH:9][n:10][c:11]2[cH:12]1.[CH3:52][CH2:53][O:54][C:55]([CH3:56])=[O:57].[CH3:58][OH:59].[CH3:60][CH2:61][O:62][C:63]([CH3:64])=[O:65].[ClH:51]>>[CH3:1][O:2][c:3]1[cH:4][cH:5][c:6]2[c:7]([O:13][c:14]3[cH:15][cH:16][c:17]([NH:20][C:21](=[O:22])[c:23]4[c:24](=[O:50])[n:25](-[c:44]5[cH:45][cH:46][cH:47][cH:48][cH:49]5)[n:26]([CH2:29][CH:30]([CH3:31])[O:32][C:33]([CH2:34][NH2:35])=[O:43])[c:27]4[CH3:28])[n:18][cH:19]3)[cH:8][cH:9][n:10][c:11]2[cH:12]1.[ClH:51]. Reactants: C(CCCCCC)[C@@H]1[C@H](OC(O1)(C)C)CC1=CC=C(C=O)C=C1 (4-(((4R,5R)-5-heptyl-2,2-dimethyl-1,3-dioxolan-4-yl)methyl)benzaldehyde), C(=C)[Mg]Br (vinylmagnesium bromide), [NH4+].[Cl-] (NH4Cl). The solvent is C1CCOC1 (THF). Conditions: time 30 minute. The product is C(CCCCCC)[C@@H]1[C@H](OC(O1)(C)C)CC1=CC=C(C=C1)C(C=C)O (1-(4-(((4R,5R)-5-heptyl-2,2-dimethyl-1,3-dioxolan-4-yl)methyl)phenyl)prop-2-en-1-ol). The yield is 72.0%. As a reaction SMILES: [CH2:1]([C@H:8]1[O:12][C:11]([CH3:14])([CH3:13])[O:10][C@@H:9]1[CH2:15][C:16]1[CH:23]=[CH:22][C:19]([CH:20]=[O:21])=[CH:18][CH:17]=1)[CH2:2][CH2:3][CH2:4][CH2:5][CH2:6][CH3:7].[CH:24]([Mg]Br)=[CH2:25].[NH4+].[Cl-]>C1COCC1>[CH2:1]([C@H:8]1[O:12][C:11]([CH3:13])([CH3:14])[O:10][C@@H:9]1[CH2:15][C:16]1[CH:23]=[CH:22][C:19]([CH:20]([OH:21])[CH:24]=[CH2:25])=[CH:18][CH:17]=1)[CH2:2][CH2:3][CH2:4][CH2:5][CH2:6][CH3:7] |f:2.3|. Reported procedure: To a solution of 4-(((4R,5R)-5-heptyl-2,2-dimethyl-1,3-dioxolan-4-yl)methyl)benzaldehyde (N) (15.5 mg, 0.048 mmol) in THF (1.2 mL) at 0° C. was added vinylmagnesium bromide (55 μL, 1M in THF) dropwise. After 30 minutes, saturated aqueous NH4Cl was added at 0° C., and the mixture was extracted with ether. The collected organic layers were washed with brine, dried with MgSO4, filtered and concentrated to yield the title compound (12.1 mg, 0.035 mmol, 72%). 1H NMR (CDCl3, 300 MHz) δ 7.36-7.22 (4H, ...